Dataset: the Open Reaction Database (ORD), a public repository of structured organic reaction records. Task: describe an organic reaction: reactants, conditions, products, and yield Reactants: FC1=C(C(=CC=C1)CO)O (2-fluoro-6-hydroxymethylphenol), [C-]#N.[Na+] (sodium cyanide). Solvent: CN(C=O)C (N,N-dimethylformamide), O (water). Yields the product FC=1C(=C(C=CC1)CC#N)O ((3-Fluoro-2-hydroxyphenyl)acetonitrile), SiO2. Reaction SMILES: [F:1][C:2]1[CH:7]=[CH:6][CH:5]=[C:4]([CH2:8]O)[C:3]=1[OH:10].[C-:11]#[N:12].[Na+]>CN(C)C=O.O>[F:1][C:2]1[C:3]([OH:10])=[C:4]([CH2:8][C:11]#[N:12])[CH:5]=[CH:6][CH:7]=1 |f:1.2|. Procedure: A solution of 4.89 g of 2-fluoro-6-hydroxymethylphenol and 2.08 g of sodium cyanide in 120 ml of N,N-dimethylformamide is stirred at 120° C. over 24 hours. The reaction mixture is cooled, diluted with water and concentrated by evaporation. The residue is diluted with water and neutralized with conc. acetic acid (caution! hydrocyanic acid). The mixture is extracted with dichloromethane (3×). The combined organic phases are washed with water and brine, dried over sodium sulphate and concentrated b...